From a dataset of the Open Reaction Database (ORD), a public repository of structured organic reaction records. describe an organic reaction: reactants, conditions, products, and yield Starting materials: O=C1CCCc2ccccc21, CCOC(=O)OCC, Cc1ccccc1, [H-], [Na+]. Yields the product CCOC(=O)C1CCc2ccccc2C1=O. RXN SMILES: [C:3]1(=[O:13])[CH2:4][CH2:5][CH2:6][c:7]2[cH:8][cH:9][cH:10][cH:11][c:12]21.[CH2:14]([CH3:15])[O:16][C:17]([O:18][CH2:20][CH3:21])=[O:19].[CH3:22][c:23]1[cH:24][cH:25][cH:26][cH:27][cH:28]1.[H-:2].[Na+:1]>>[C:3]1(=[O:13])[CH:4]([C:17]([O:16][CH2:14][CH3:15])=[O:18])[CH2:5][CH2:6][c:7]2[cH:8][cH:9][cH:10][cH:11][c:12]21. Reactants: [Cl-] (chloride), NC1=C(N=CN1[C@H]1[C@H]([C@H](OC(C)=O)[C@H](O1)COC(C)=O)F)C(=O)O (5-amino-1-(3,5-di-O-acetyl-2-deoxy-2-fluoro-β-D-arabinofuranosyl)imidazole-4-carboxylic acid). The solvent is O1CCCC1 (tetrahydrofuran). Product: C(C)(=O)O[C@H]1[C@@H]([C@@H](O[C@@H]1COC(C)=O)N1C=NC(=C1N=CN(C)C)C(=O)Cl)F (1-(3,5-di-O-acetyl-2-deoxy-2-fluoro-β-D-arabinofuranosyl)-5-(dimethylaminomethyleneamino)imidazole-4-carbonyl chloride). Reaction SMILES: [Cl-:1].[NH2:2][C:3]1[N:7]([C@@H:8]2[O:16][C@H:15]([CH2:17][O:18][C:19](=[O:21])[CH3:20])[C@@H:10]([O:11][C:12](=[O:14])[CH3:13])[C@@H:9]2[F:22])[CH:6]=[N:5][C:4]=1[C:23]([OH:25])=O>O1CCCC1>[C:12]([O:11][C@@H:10]1[C@@H:15]([CH2:17][O:18][C:19](=[O:21])[CH3:20])[O:16][C@@H:8]([N:7]2[C:3]([N:2]=[CH:6][N:7]([CH3:8])[CH3:3])=[C:4]([C:23]([Cl:1])=[O:25])[N:5]=[CH:6]2)[C@H:9]1[F:22])(=[O:14])[CH3:13]. Procedure details: In step f, compound (35) is dissolved in tetrahydrofuran and reacted with N,N-dimethylchloroforminium chloride under ice-cooling. This reaction may be carried out in the same manner as in the step 12 of SYNTHETIC PROCESS CHART (A). By this reaction, 1-(3,5-di-O-acetyl-2-deoxy-2-fluoro-β-D-arabinofuranosyl)-5-(dimethylaminomethyleneamino)imidazole-4-carbonyl chloride [compound(36)] is produced. Reactants: N1C=NC=C1 (imidazole), CC(C)([O-])C.[K+] (potassium t-butoxide), C(C=C)OC(=O)N1[C@@H](C[C@H](C1)O[Si](C)(C)C(C)(C)C)CCCOS(=O)(=O)C ((2R,4R)-1-allyloxycarbonyl-4-t-butyldimethylsilyloxy-2-(3-methanesulfonyloxypropyl)pyrrolidine), O (water). The solvent is CN(C=O)C (dimethylformamide), CN(C=O)C (dimethylformamide). Conditions: temperature 60 celsius, time 10 minute. Product: C(C=C)OC(=O)N1[C@@H](C[C@H](C1)O[Si](C)(C)C(C)(C)C)CCCN1C=NC=C1 ((2R,4R)-1-allyloxycarbonyl-4-t-butyldimethylsilyloxy-2-[3-(imidazol-1-yl)propyl]pyrrolidine). The yield is 96.5%. RXN SMILES: [NH:1]1[CH:5]=[CH:4][N:3]=[CH:2]1.CC(C)([O-])C.[K+].[CH2:12]([O:15][C:16]([N:18]1[CH2:22][C@H:21]([O:23][Si:24]([C:27]([CH3:30])([CH3:29])[CH3:28])([CH3:26])[CH3:25])[CH2:20][C@H:19]1[CH2:31][CH2:32][CH2:33]OS(C)(=O)=O)=[O:17])[CH:13]=[CH2:14].O>CN(C)C=O>[CH2:12]([O:15][C:16]([N:18]1[CH2:22][C@H:21]([O:23][Si:24]([C:27]([CH3:30])([CH3:29])[CH3:28])([CH3:25])[CH3:26])[CH2:20][C@H:19]1[CH2:31][CH2:32][CH2:33][N:1]1[CH:5]=[CH:4][N:3]=[CH:2]1)=[O:17])[CH:13]=[CH2:14] |f:1.2|. Reported procedure: To a solution of imidazole (3.57 g) in dimethylformamide (100 ml) was added potassium t-butoxide (5.89 g) portionwise at room temperature and the mixture was stirred at the same temperature for 10 minutes. Then a solution of (2R,4R)-1-allyloxycarbonyl-4-t-butyldimethylsilyloxy-2-(3-methanesulfonyloxypropyl)pyrrolidine (20.1 g), in dimethylformamide (20 ml) was added and the mixture was heated at 60° C. After stirring for 1 hour, water (200 ml) was added and the mixture was extracted with hexane-... Starting materials: CC(C)(C)[O-], COc1ccc(CN2Cc3c(Cl)ccnc3NC2=O)cc1, Nc1c(Cl)ccc2c1OCO2, [Na+], CC(=O)[O-], CC(=O)[O-], C1COCCO1, [Pd+2]. Yields the product COc1ccc(CN2Cc3c(Nc4c(Cl)ccc5c4OCO5)ccnc3NC2=O)cc1. As a reaction SMILES: [CH3:33][C:34]([CH3:35])([O-:36])[CH3:37].[Cl:1][c:2]1[cH:3][cH:4][n:5][c:6]2[c:11]1[CH2:10][N:9]([CH2:12][c:13]1[cH:14][cH:15][c:16]([O:19][CH3:20])[cH:17][cH:18]1)[C:8](=[O:21])[NH:7]2.[Cl:22][c:23]1[c:24]([NH2:32])[c:25]2[c:26]([cH:30][cH:31]1)[O:27][CH2:28][O:29]2.[Na+:38].[O-:46][C:47]([CH3:48])=[O:49].[O-:50][C:51]([CH3:52])=[O:53].[O:39]1[CH2:40][CH2:41][O:42][CH2:43][CH2:44]1.[Pd+2:45]>>[c:2]1([NH:32][c:24]2[c:23]([Cl:22])[cH:31][cH:30][c:26]3[c:25]2[O:29][CH2:28][O:27]3)[cH:3][cH:4][n:5][c:6]2[c:11]1[CH2:10][N:9]([CH2:12][c:13]1[cH:14][cH:15][c:16]([O:19][CH3:20])[cH:17][cH:18]1)[C:8](=[O:21])[NH:7]2.